From a dataset of the Open Reaction Database (ORD), a public repository of structured organic reaction records. describe an organic reaction: reactants, conditions, products, and yield Reactants: O=C([O-])O, O=c1[nH]n(Cc2ccc(Cl)cc2)c2ccc([N+](=O)[O-])cc12, Cl, [Na+]. The product is Nc1ccc2c(c1)c(=O)[nH]n2Cc1ccc(Cl)cc1. As a reaction SMILES: [C:23](=[O:24])([OH:25])[O-:26].[Cl:1][c:2]1[cH:3][cH:4][c:5]([CH2:6][n:7]2[nH:8][c:9](=[O:19])[c:10]3[cH:11][c:12]([N+:16]([O-:17])=[O:18])[cH:13][cH:14][c:15]23)[cH:20][cH:21]1.[ClH:22].[Na+:27]>>[Cl:1][c:2]1[cH:3][cH:4][c:5]([CH2:6][n:7]2[nH:8][c:9](=[O:19])[c:10]3[cH:11][c:12]([NH2:16])[cH:13][cH:14][c:15]23)[cH:20][cH:21]1.